Dataset: the Open Reaction Database (ORD), a public repository of structured organic reaction records. Task: describe an organic reaction: reactants, conditions, products, and yield Starting materials: [Br-], [Br-], [Br-], COc1ccc(CCC(O)C2CC2)cc1, [Li+], BrP(Br)Br, [Zn+2]. The product is COc1ccc(CCC=CCCBr)cc1. As a reaction SMILES: [Br-:21].[Br-:22].[Br-:24].[CH3:1][O:2][c:3]1[cH:4][cH:5][c:6]([CH2:9][CH2:10][CH:11]([OH:12])[CH:13]2[CH2:14][CH2:15]2)[cH:7][cH:8]1.[Li+:20].[P:16]([Br:17])([Br:18])[Br:19].[Zn+2:23]>>[CH3:1][O:2][c:3]1[cH:4][cH:5][c:6]([CH2:9][CH2:10][CH:11]=[CH:13][CH2:14][CH2:15][Br:17])[cH:7][cH:8]1.